Dataset: the Open Reaction Database (ORD), a public repository of structured organic reaction records. Task: describe an organic reaction: reactants, conditions, products, and yield Solvent: Br (hydrogen bromide), C(C)(=O)O (acetic acid), C(C)(=O)O (acetic acid). The product is CC1=CC=2N(C=C1)C(=CN2)C=2C=C(C=CC2)O (3-(7-methylimidazo[1,2-α]pyridin-3-yl)phenol). As a reaction SMILES: C[O:2][C:3]1[CH:4]=[C:5]([C:9]2[N:13]3[CH:14]=[CH:15][C:16]([CH3:18])=[CH:17][C:12]3=[N:11][CH:10]=2)[CH:6]=[CH:7][CH:8]=1.[OH-].[Na+]>Br.C(O)(=O)C>[CH3:18][C:16]1[CH:15]=[CH:14][N:13]2[C:9]([C:5]3[CH:4]=[C:3]([OH:2])[CH:8]=[CH:7][CH:6]=3)=[CH:10][N:11]=[C:12]2[CH:17]=1 |f:1.2|. Isolated yield 100.3%. Procedure details: A solution of 3-(3-methoxyphenyl)-7-methylimidazo[1,2-α]pyridine (19 g, 80 mmol) in hydrogen bromide (160 ml of a 45% w/v solution in acetic acid) was heated at reflux for 18 hours. The cooled reaction was poured into sodium hydroxide solution (800 ml of a 4M aqueous solution), the pH adjusted to 7 with acetic acid and the resulting cream-coloured solid filtered and dried under vacuum at 60° C. to yield 3-(7-methylimidazo[1,2-α]pyridin-3-yl)phenol (18 g, 95%). 1H NMR (400 MHz, CDCl3) δH 6.79-6.8... Reactants: [OH-].[Na+] (sodium hydroxide), aqueous solution, COC=1C=C(C=CC1)C1=CN=C2N1C=CC(=C2)C (3-(3-methoxyphenyl)-7-methylimidazo[1,2-α]pyridine). Starting materials: CC(C)CN(C)c1ccccc1CCl, CCO, Cl, [Na+], [OH-], Sc1nc2ncccc2[nH]1. The product is CC(C)CN(C)c1ccccc1CSc1nc2ncccc2[nH]1. RXN SMILES: [CH2:12]([CH:13]([CH3:14])[CH3:15])[N:16]([CH3:17])[c:18]1[c:19]([CH2:20][Cl:21])[cH:22][cH:23][cH:24][cH:25]1.[CH3:28][CH2:29][OH:30].[ClH:11].[Na+:27].[OH-:26].[SH:1][c:2]1[nH:3][c:4]2[c:5]([n:6][cH:7][cH:8][cH:9]2)[n:10]1>>[S:1]([c:2]1[nH:3][c:4]2[c:5]([n:6][cH:7][cH:8][cH:9]2)[n:10]1)[CH2:20][c:19]1[c:18]([N:16]([CH2:12][CH:13]([CH3:14])[CH3:15])[CH3:17])[cH:25][cH:24][cH:23][cH:22]1. The reactants are ClC1=C(C=CC(=C1)C(F)(F)F)O (2-chloro-4-trifluoromethylphenol), C([O-])([O-])=O.[K+].[K+] (potassium carbonate), FC=1C=CC(=C(C(=O)OC)C1)[N+](=O)[O-] (methyl 5-fluoro-2-nitrobenzoate). Run in CS(=O)C (dimethyl sulfoxide). Reaction conditions: time 8 hour. Product: ClC1=C(OC=2C=CC(=C(C(=O)OC)C2)[N+](=O)[O-])C=CC(=C1)C(F)(F)F (methyl 5-(2-chloro-4-trifluoromethylphenoxy)-2-nitrobenzoate). Yield: 84.0%. RXN SMILES: [Cl:1][C:2]1[CH:7]=[C:6]([C:8]([F:11])([F:10])[F:9])[CH:5]=[CH:4][C:3]=1[OH:12].C(=O)([O-])[O-].[K+].[K+].F[C:20]1[CH:21]=[CH:22][C:23]([N+:30]([O-:32])=[O:31])=[C:24]([CH:29]=1)[C:25]([O:27][CH3:28])=[O:26]>CS(C)=O>[Cl:1][C:2]1[CH:7]=[C:6]([C:8]([F:10])([F:11])[F:9])[CH:5]=[CH:4][C:3]=1[O:12][C:20]1[CH:21]=[CH:22][C:23]([N+:30]([O-:32])=[O:31])=[C:24]([CH:29]=1)[C:25]([O:27][CH3:28])=[O:26] |f:1.2.3|. Procedure details: To a 5-liter, 4-necked flask fitted with a stirrer, thermometer, addition funnel, reflux condenser and drying tube is added dimethyl sulfoxide (200 ml), 2-chloro-4-trifluoromethylphenol) (715 g, 3.64 mole), and anhydrous potassium carbonate (520 g, 3.72 moles). The reaction mixture is stirred at room temperature overnight under a nitrogen atmosphere. Then methyl 5-fluoro-2-nitrobenzoate (724 g, 3.64 moles) is added over a 1 hour period (slight exotherm to 31° C.). After stirring overnight at roo... Reactants: N[C@]12[C@@H]([C@H]3CC[C@@H]4[C@]5(CC=C(C([C@@H]5CC[C@]4([C@@]3(CC1)C)C)(C)C)C1=CC=C(C(=O)OC)C=C1)C)[C@@H](CC2)C(=C)C (methyl 4-((1R,3aS,5aR,5bR,7aR,11aS,11bR,13aR,13bR)-3a-amino-5a,5b,8,8,11a-pentamethyl-1-(prop-1-en-2-yl)-2,3,3a,4,5,5a,5b,6,7,7a,8,11,11a,11b,12,13,13a,13b-octadecahydro-1H-cyclopenta[a]chrysen-9-yl)benzoate), BrCCO (2-bromoethanol), P(=O)([O-])([O-])[O-].[K+].[K+].[K+] (potassium phosphate), [I-].[K+] (potassium iodide). Solvent: C(C)#N (acetonitrile). Reaction conditions: temperature 120 celsius. Yields the product OCCN[C@]12[C@@H]([C@H]3CC[C@@H]4[C@]5(CC=C(C([C@@H]5CC[C@]4([C@@]3(CC1)C)C)(C)C)C1=CC=C(C(=O)OC)C=C1)C)[C@@H](CC2)C(=C)C (methyl 4-((1R,3aS,5aR,5bR,7aR,11aS,11bR,13aR,13bR)-3a-((2-hydroxyethyl)amino)-5a,5b,8,8,11a-pentamethyl-1-(prop-1-en-2-yl)-2,3,3a,4,5,5a,5b,6,7,7a,8,11,11a,11b,12,13,13a,13b-octadecahydro-1H-cyclopenta[a]chrysen-9-yl)benzoate). Isolated yield 86.3%. RXN SMILES: [NH2:1][C@:2]12[CH2:37][CH2:36][C@@H:35]([C:38]([CH3:40])=[CH2:39])[C@@H:3]1[C@@H:4]1[C@@:17]([CH3:20])([CH2:18][CH2:19]2)[C@@:16]2([CH3:21])[C@@H:7]([C@:8]3([CH3:34])[C@@H:13]([CH2:14][CH2:15]2)[C:12]([CH3:23])([CH3:22])[C:11]([C:24]2[CH:33]=[CH:32][C:27]([C:28]([O:30][CH3:31])=[O:29])=[CH:26][CH:25]=2)=[CH:10][CH2:9]3)[CH2:6][CH2:5]1.Br[CH2:42][CH2:43][OH:44].P([O-])([O-])([O-])=O.[K+].[K+].[K+].[I-].[K+]>C(#N)C>[OH:44][CH2:43][CH2:42][NH:1][C@:2]12[CH2:37][CH2:36][C@@H:35]([C:38]([CH3:40])=[CH2:39])[C@@H:3]1[C@@H:4]1[C@@:17]([CH3:20])([CH2:18][CH2:19]2)[C@@:16]2([CH3:21])[C@@H:7]([C@:8]3([CH3:34])[C@@H:13]([CH2:14][CH2:15]2)[C:12]([CH3:22])([CH3:23])[C:11]([C:24]2[CH:25]=[CH:26][C:27]([C:28]([O:30][CH3:31])=[O:29])=[CH:32][CH:33]=2)=[CH:10][CH2:9]3)[CH2:6][CH2:5]1 |f:2.3.4.5,6.7|. Reported procedure: A mixture of methyl 4-((1R,3aS,5aR,5bR,7aR,11aS,11bR,13aR,13bR)-3a-amino-5a,5b,8,8,11a-pentamethyl-1-(prop-1-en-2-yl)-2,3,3a,4,5,5a,5b,6,7,7a,8,11,11a,11b,12,13,13a,13b-octadecahydro-1H-cyclopenta[a]chrysen-9-yl)benzoate (1500 mg, 2.76 mmol), 2-bromoethanol (1034 mg, 8.27 mmol), potassium phosphate (1756 mg, 8.27 mmol) and potassium iodide (916 mg, 5.52 mmol) in acetonitrile (10 mL) was heated to 120° C. for 15 h. The reaction mixture was poured into distilled water (40 mL). The white precipitat... Run at time 2 hour. Isolated yield 34.9%. The solvent is CO (methanol). Reaction SMILES: [CH:1]1([CH2:4][N:5]2[C:14]3[CH:15]=[C:16]([O:19][CH2:20][C@@H:21]([NH:26]C(=O)OC(C)(C)C)[CH2:22][CH:23]([CH3:25])[CH3:24])[CH:17]=[CH:18][C:13]=3[C:12]3[C:7](=[CH:8][N:9]=[CH:10][CH:11]=3)[C:6]2=[O:34])[CH2:3][CH2:2]1.Cl.O1CCOCC1>CO>[NH2:26][C@@H:21]([CH2:22][CH:23]([CH3:25])[CH3:24])[CH2:20][O:19][C:16]1[CH:17]=[CH:18][C:13]2[C:12]3[C:7](=[CH:8][N:9]=[CH:10][CH:11]=3)[C:6](=[O:34])[N:5]([CH2:4][CH:1]3[CH2:3][CH2:2]3)[C:14]=2[CH:15]=1. The product is N[C@H](COC=1C=CC2=C(N(C(C3=CN=CC=C23)=O)CC2CC2)C1)CC(C)C ((S)-8-((2-amino-4-methylpentyl)oxy)-6-(cyclopropylmethyl)benzo[c][2,7]naphthyridin-5(6H)-one). Reactants: C1(CC1)CN1C(C2=CN=CC=C2C2=C1C=C(C=C2)OC[C@H](CC(C)C)NC(OC(C)(C)C)=O)=O ((S)-tert-butyl (1-((6-(cyclopropylmethyl)-5-oxo-5,6-dihydrobenzo[c][2,7]naphthyridin-8-yl)oxy)-4-methylpentan-2-yl)carbamate), solution, Cl (HCl), O1CCOCC1 (1,4-dioxane). Procedure: To a solution of (S)-tert-butyl (1-((6-(cyclopropylmethyl)-5-oxo-5,6-dihydrobenzo[c][2,7]naphthyridin-8-yl)oxy)-4-methylpentan-2-yl)carbamate (0.08 g, 0.172 mmol) in anhydrous methanol (5 mL) was added a 4M solution of HCl in 1,4-dioxane (2 mL, 65.8 mmol) dropwise at 0° C. The reaction mixture was allowed to warm to room temperature and stirred for 2 h. The reaction mixture was concentrated under reduced pressure to afford crude compound which was purified by preparative HPLC (10 mM ammonium ace... Reactants: C(C)(C)(C)OC(=O)N1CCC(CC1)CN (4-aminomethyl-piperidine-1-carboxylic acid tert-butyl ester), C(C)(=O)O[BH-](OC(C)=O)OC(C)=O.[Na+] (sodium triacetoxyborohydride), [N+](=O)([O-])C1=CC=C2CCC(CC2=C1)=O (7-nitro-3,4-dihydro-1H-naphthalen-2-one), CO.C(Cl)Cl (methanol methylene chloride). Run in ClC(C)Cl (dichloroethane). Reaction conditions: time 24 hour. Yields the product C(C)(C)(C)OC(=O)N1CCC(CC1)CNC1CC2=CC(=CC=C2CC1)[N+](=O)[O-] (4-[(7-nitro-1,2,3,4-tetrahydro-naphthalen-2-ylamino)-methyl]-piperidine-1-carboxylic acid tert-butyl ester). As a reaction SMILES: [N+:1]([C:4]1[CH:13]=[C:12]2[C:7]([CH2:8][CH2:9][C:10](=O)[CH2:11]2)=[CH:6][CH:5]=1)([O-:3])=[O:2].[C:15]([O:19][C:20]([N:22]1[CH2:27][CH2:26][CH:25]([CH2:28][NH2:29])[CH2:24][CH2:23]1)=[O:21])([CH3:18])([CH3:17])[CH3:16].C(O[BH-](OC(=O)C)OC(=O)C)(=O)C.[Na+].CO.C(Cl)Cl>ClC(Cl)C>[C:15]([O:19][C:20]([N:22]1[CH2:27][CH2:26][CH:25]([CH2:28][NH:29][CH:10]2[CH2:9][CH2:8][C:7]3[C:12](=[CH:13][C:4]([N+:1]([O-:3])=[O:2])=[CH:5][CH:6]=3)[CH2:11]2)[CH2:24][CH2:23]1)=[O:21])([CH3:18])([CH3:17])[CH3:16] |f:2.3,4.5|. Procedure: To a solution of 7-nitro-3,4-dihydro-1H-naphthalen-2-one (600 mg, 2.98 mmol), prepared as described in J. Med. Chem., 1989, 32(9), 2128-34, and 4-aminomethyl-piperidine-1-carboxylic acid tert-butyl ester (700 mg, 3.3 mmol) in dichloroethane (50 mL) under a nitrogen atmosphere was added sodium triacetoxyborohydride (1.4 g, 6.5 mmol, 2 eq.) in a single portion. The reaction was stirred at room temperature for 24 h. The reaction was concentrated in vacuo and partitioned between EtOAc (100 mL) and 5...